From a dataset of the Open Reaction Database (ORD), a public repository of structured organic reaction records. describe an organic reaction: reactants, conditions, products, and yield The reactants are CCC(CC)(CN1CCC(CNC(=O)n2c(=O)n(C(C)C)c3ccccc32)CC1)C(=O)O, CC(C)n1c(=O)[nH]c2ccccc21. The product is CCC(CC)(CN1CCC(CNC(=O)n2c(=O)n(C(C)C)c3ccccc32)CC1)C(=O)OC. Reaction SMILES: [CH2:14]([CH3:15])[C:16]([C:17](=[O:18])[OH:19])([CH2:20][CH3:21])[CH2:22][N:23]1[CH2:24][CH2:25][CH:26]([CH2:29][NH:30][C:31](=[O:32])[n:33]2[c:34](=[O:45])[n:35]([CH:42]([CH3:43])[CH3:44])[c:36]3[c:37]2[cH:38][cH:39][cH:40][cH:41]3)[CH2:27][CH2:28]1.[CH:1]([n:2]1[c:3]2[cH:4][cH:5][cH:6][cH:7][c:8]2[nH:9][c:10]1=[O:11])([CH3:12])[CH3:13]>>[CH3:1][O:19][C:17]([C:16]([CH2:14][CH3:15])([CH2:20][CH3:21])[CH2:22][N:23]1[CH2:24][CH2:25][CH:26]([CH2:29][NH:30][C:31](=[O:32])[n:33]2[c:34](=[O:45])[n:35]([CH:42]([CH3:43])[CH3:44])[c:36]3[c:37]2[cH:38][cH:39][cH:40][cH:41]3)[CH2:27][CH2:28]1)=[O:18]. Reactants: ClC=1N(C(C2=C(N1)C=CC=N2)=O)C2=CC=C(C=C2)F (2-chloro-3-(4-fluorophenyl)pyrido[3,2-d]pyrimidin-4(3H)-one), FC1=C(C=CC=C1C(F)(F)F)O (2-fluoro-3-trifluoromethylphenol). Conditions: temperature 140 celsius. The product is FC1=CC=C(C=C1)N1C(=NC2=C(C1=O)N=CC=C2)OC2=C(C(=CC=C2)C(F)(F)F)F (3-(4-Fluorophenyl)-2-[2-fluoro-3-(trifluoromethyl)phenoxy]pyrido[3,2-d]pyrimidin-4(3H)-one). As a reaction SMILES: Cl[C:2]1[N:3]([C:13]2[CH:18]=[CH:17][C:16]([F:19])=[CH:15][CH:14]=2)[C:4](=[O:12])[C:5]2[N:11]=[CH:10][CH:9]=[CH:8][C:6]=2[N:7]=1.[F:20][C:21]1[C:26]([C:27]([F:30])([F:29])[F:28])=[CH:25][CH:24]=[CH:23][C:22]=1[OH:31]>>[F:19][C:16]1[CH:17]=[CH:18][C:13]([N:3]2[C:4](=[O:12])[C:5]3[N:11]=[CH:10][CH:9]=[CH:8][C:6]=3[N:7]=[C:2]2[O:31][C:22]2[CH:23]=[CH:24][CH:25]=[C:26]([C:27]([F:28])([F:29])[F:30])[C:21]=2[F:20])=[CH:14][CH:15]=1. Procedure details: A mixture of 2-chloro-3-(4-fluorophenyl)pyrido[3,2-d]pyrimidin-4(3H)-one (55 mg, 0.20 mmol) and 2-fluoro-3-trifluoromethylphenol (50 μl, 0.40 mmol) is heated to 140° C. for 18 hours. After cooling to RT, the crude mixture is purified by column chromatography (gradient from CH2Cl2 to 20% EtOAc/CH2Cl2) to give the title compound as a white solid. 1H NMR (400 MHz, DMSO-d6) 8.71 (1H, m), 7.83 (2H, m), 7.70 (4H, m), 7.45 (3H, m). MS (M+1): 420.07; RT=1.13 min.